Dataset: the Open Reaction Database (ORD), a public repository of structured organic reaction records. Task: describe an organic reaction: reactants, conditions, products, and yield Procedure: The title compound is prepared in 95% yield from 2,4-difluorobenzylmagnesium chloride and chlorochloromethyldimethylsilane by the method described in Example 5, Step A. As a reaction SMILES: [F:1][C:2]1[CH:10]=[C:9]([F:11])[CH:8]=[CH:7][C:3]=1[CH2:4][Mg]Cl.Cl[Si:13]([CH2:16][Cl:17])([CH3:15])[CH3:14]>>[Cl:17][CH2:16][Si:13]([CH2:4][C:3]1[CH:7]=[CH:8][C:9]([F:11])=[CH:10][C:2]=1[F:1])([CH3:15])[CH3:14]. The product is ClC[Si](C)(C)CC1=C(C=C(C=C1)F)F (Chloromethyl-(2,4-difluorobenzyl)dimethylsilane). The reactants are FC1=C(C[Mg]Cl)C=CC(=C1)F (2,4-difluorobenzylmagnesium chloride), Cl[Si](C)(C)CCl (chlorochloromethyldimethylsilane). The yield is 95.0%. Reactants: 153, COP(=O)(OC)N(C)C (dimethyldimethylamidophosphate), [C-]#N.[Na+] (sodium cyanide). Run in CS(=O)C (dimethylsulphoxide). Conditions: time 8 hour. The product is COP(=O)([O-])N(C)C.[Na+] (Sodium methyl-dimethylamidophosphate). As a reaction SMILES: [CH3:1][O:2][P:3]([N:7]([CH3:9])[CH3:8])([O:5]C)=[O:4].[C-]#N.[Na+:12]>CS(C)=O>[CH3:1][O:2][P:3]([N:7]([CH3:9])[CH3:8])([O-:5])=[O:4].[Na+:12] |f:1.2,4.5|. Reported procedure: There is reacted with stirring for several hours at 60°-70° C. a mixture of 153 parts dimethyldimethylamidophosphate, 50 parts sodium cyanide and 400 parts dimethylsulphoxide (DMSO). The preparation is left overnight at ambient temperature, the product separated off by filtration, washed with DMSO and then with acetone and dried under vacuum. 140 parts of a white solid, readily soluble in water, are obtained. As a reaction SMILES: [C:1]([O:2][C:3](=[O:4])[N:8]1[CH:9]([CH3:51])[CH2:10][N:11]([c:15]2[n:16][cH:17][c:18]([C:21](=[O:22])[N:23]3[CH2:24][c:25]4[c:26]([nH:29][c:30](-[c:32]5[n:33][nH:34][c:35]6[cH:36][c:37](-[c:41]7[c:42]([CH2:49][CH3:50])[cH:43][c:44]([OH:48])[c:45]([F:47])[cH:46]7)[cH:38][cH:39][c:40]56)[n:31]4)[CH2:27][CH2:28]3)[n:19][cH:20]2)[CH2:12][CH:13]1[CH3:14])([CH3:5])([CH3:6])[CH3:7].[O:52]1[CH2:53][CH2:54][O:55][CH2:56][CH2:57]1>>[NH:8]1[CH:9]([CH3:51])[CH2:10][N:11]([c:15]2[n:16][cH:17][c:18]([C:21](=[O:22])[N:23]3[CH2:24][c:25]4[c:26]([nH:29][c:30](-[c:32]5[n:33][nH:34][c:35]6[cH:36][c:37](-[c:41]7[c:42]([CH2:49][CH3:50])[cH:43][c:44]([OH:48])[c:45]([F:47])[cH:46]7)[cH:38][cH:39][c:40]56)[n:31]4)[CH2:27][CH2:28]3)[n:19][cH:20]2)[CH2:12][CH:13]1[CH3:14]. Reactants: CCc1cc(O)c(F)cc1-c1ccc2c(-c3nc4c([nH]3)CCN(C(=O)c3cnc(N5CC(C)N(C(=O)OC(C)(C)C)C(C)C5)cn3)C4)n[nH]c2c1, C1COCCO1. Yields the product CCc1cc(O)c(F)cc1-c1ccc2c(-c3nc4c([nH]3)CCN(C(=O)c3cnc(N5CC(C)NC(C)C5)cn3)C4)n[nH]c2c1. Reactants: ClC1=CC2=C(C=N1)N(C(=N2)S(=O)(=O)C)COCC[Si](C)(C)C (6-chloro-2-(methylsulfonyl)-3-((2-(trimethylsilyl)ethoxy)methyl)-3H-imidazo[4,5-c]pyridine), [Si](C)(C)(C(C)(C)C)O[C@@H]1CO[C@H]2[C@@H]1OC[C@H]2O ((3R,3aR,6R,6aS)-6-((tert-butyldimethylsilyl)oxy)hexahydrofuro[3,2-b]furan-3-ol), N12NCCCCC2=CCCC1 (diazabicyclo[5.4.0]undec-7-ene). Solvent: CN(C)C=O (DMF). Reaction conditions: time 20 hour. Yields the product [Si](C)(C)(C(C)(C)C)O[C@@H]1CO[C@H]2[C@@H]1OC[C@H]2OC2=NC1=C(C=NC(=C1)Cl)N2COCC[Si](C)(C)C (2-(((3R,3aR,6R,6aS)-6-((tert-butyldimethylsilyl)oxy)hexahydrofuro[3,2-b]furan-3-yl)oxy)-6-chloro-3-((2-(trimethylsilyl)ethoxy)methyl)-3H-imidazo[4,5-c]pyridine). As a reaction SMILES: [Cl:1][C:2]1[N:7]=[CH:6][C:5]2[N:8]([CH2:15][O:16][CH2:17][CH2:18][Si:19]([CH3:22])([CH3:21])[CH3:20])[C:9](S(C)(=O)=O)=[N:10][C:4]=2[CH:3]=1.[Si:23]([O:30][C@H:31]1[C@H:35]2[O:36][CH2:37][C@@H:38]([OH:39])[C@H:34]2[O:33][CH2:32]1)([C:26]([CH3:29])([CH3:28])[CH3:27])([CH3:25])[CH3:24].N12CCCC=C1CCCCN2>CN(C=O)C>[Si:23]([O:30][C@H:31]1[C@H:35]2[O:36][CH2:37][C@@H:38]([O:39][C:9]3[N:8]([CH2:15][O:16][CH2:17][CH2:18][Si:19]([CH3:22])([CH3:21])[CH3:20])[C:5]4[CH:6]=[N:7][C:2]([Cl:1])=[CH:3][C:4]=4[N:10]=3)[C@H:34]2[O:33][CH2:32]1)([C:26]([CH3:29])([CH3:27])[CH3:28])([CH3:25])[CH3:24]. Procedure details: To a stirring solution of 6-chloro-2-(methylsulfonyl)-3-((2-(trimethylsilyl)ethoxy)methyl)-3H-imidazo[4,5-c]pyridine (100 mgs, 0.276 mmol) and (3R,3aR,6R,6aS)-6-((tert-butyldimethylsilyl)oxy)hexahydrofuro[3,2-b]furan-3-ol (72.0 mg, 0.276 mmol) in anhydrous DMF (2.3 mL) was added diazabicyclo[5.4.0]undec-7-ene (DBU, 0.06 mL, 0.42 mmol). The reaction was stirred under N2 at RT for 20 h, then evaporated under reduced pressure. Flash chromatography of the resulting residue utilizing a 24 g silica Re... Reaction SMILES: [CH3:1][C:2]1[CH:6]=[C:5]([CH:7]=[O:8])[O:4][N:3]=1.[F-].[Cs+].C[Si](C)(C)[C:13]([F:16])([F:15])[F:14].Cl>C1COCC1.O>[F:14][C:13]([F:16])([F:15])[CH:7]([C:5]1[O:4][N:3]=[C:2]([CH3:1])[CH:6]=1)[OH:8] |f:1.2|. Run at temperature -5 celsius. Procedure details: A mixture of 0.1 g (0.9 mmol) 3-Methyl-isoxazole-5-carbaldehyde and 14 mg (0.09 mmol) CsF and THF is cooled to −5° C. 540 μl (1.1 mmol) trimethyl(trifluormethyl)-silane 2 M in THF is added dropwise and after 30 min the mixture is allowed to reach RT. After cooling with ice and addition of 5 ml 1 N aq. HCl, the mixture is stirred at RT over night, diluted with water and extracted with DCM. The combined organic layers are dried and evaporated giving rise to 2,2,2-trifluoro-1-(3-methylisoxazol-5-yl... The product is FC(C(O)C1=CC(=NO1)C)(F)F (2,2,2-trifluoro-1-(3-methylisoxazol-5-yl)ethanol). Reactants: CC1=NOC(=C1)C=O (3-Methyl-isoxazole-5-carbaldehyde), [F-].[Cs+] (CsF), Cl (HCl), C[Si](C(F)(F)F)(C)C (trimethyl(trifluormethyl)-silane). Solvent: C1CCOC1 (THF), C1CCOC1 (THF), O (water). Starting materials: CC1=C(C=C(C(=C1)OC)C1=CC=CC=C1)C1=CC=CC2=CC=CC(=C12)C1=C(C=C(C(=C1)C1=CC=CC=C1)OC)C (1,8-bis(2′-methyl-4′-methoxy-5′-phenylphenyl)naphthalene), B(Br)(Br)Br (BBr3). Solvent: C(Cl)Cl (CH2Cl2). Yields the product OC1=CC(=C(C=C1C1=CC=CC=C1)C1=CC=CC2=CC=CC(=C12)C=1C=C(C(=CC1C)O)C1=CC=CC=C1)C (1,8-Bis(6′-hydroxy-4′-methylbiphenyl-3′-yl)naphthalene). The yield is 89.0%. Reaction SMILES: [CH3:1][C:2]1[CH:7]=[C:6]([O:8]C)[C:5]([C:10]2[CH:15]=[CH:14][CH:13]=[CH:12][CH:11]=2)=[CH:4][C:3]=1[C:16]1[C:25]2[C:20](=[CH:21][CH:22]=[CH:23][C:24]=2[C:26]2[CH:31]=[C:30]([C:32]3[CH:37]=[CH:36][CH:35]=[CH:34][CH:33]=3)[C:29]([O:38]C)=[CH:28][C:27]=2[CH3:40])[CH:19]=[CH:18][CH:17]=1.B(Br)(Br)Br>C(Cl)Cl>[OH:8][C:6]1[C:5]([C:10]2[CH:11]=[CH:12][CH:13]=[CH:14][CH:15]=2)=[CH:4][C:3]([C:16]2[C:25]3[C:20](=[CH:21][CH:22]=[CH:23][C:24]=3[C:26]3[CH:31]=[C:30]([C:32]4[CH:33]=[CH:34][CH:35]=[CH:36][CH:37]=4)[C:29]([OH:38])=[CH:28][C:27]=3[CH3:40])[CH:19]=[CH:18][CH:17]=2)=[C:2]([CH3:1])[CH:7]=1. Procedure details: To a solution of 1,8-bis(2′-methyl-4′-methoxy-5′-phenylphenyl)naphthalene, 6, (0.14 g, 0.28 mmol) in 10 mL of anhydrous CH2Cl2 at 0° C., BBr3 (1.67 mL, 1.67 mmol) was added dropwise and the mixture was stirred for sixteen hours at room temperature. The reaction was carefully quenched with isopropyl alcohol followed by addition of water, and extracted with CH2Cl2. The combined organic layers were dried over MgSO4 and concentrated in vacuo. Purification by flash chromatography on silica gel (CH2Cl... Starting materials: Cc1oc(-c2ccccc2)nc1CCOc1ccc(C=C2SC(=O)NC2=O)c2sccc12, CCO, O=C(O)c1cncc(C(=O)O)c1. Yields the product Cc1oc(-c2ccccc2)nc1CCOc1ccc(CC2SC(=O)NC2=O)c2sccc12. RXN SMILES: [CH3:1][c:2]1[c:3]([CH2:13][CH2:14][O:15][c:16]2[cH:17][cH:18][c:19]([CH:25]=[C:26]3[C:27](=[O:32])[NH:28][C:29](=[O:31])[S:30]3)[c:20]3[s:21][cH:22][cH:23][c:24]23)[n:4][c:5](-[c:7]2[cH:8][cH:9][cH:10][cH:11][cH:12]2)[o:6]1.[CH3:45][CH2:46][OH:47].[n:33]1[cH:34][c:35]([C:36]([OH:37])=[O:38])[cH:39][c:40]([C:41]([OH:42])=[O:43])[cH:44]1>>[CH3:1][c:2]1[c:3]([CH2:13][CH2:14][O:15][c:16]2[cH:17][cH:18][c:19]([CH2:25][CH:26]3[C:27](=[O:32])[NH:28][C:29](=[O:31])[S:30]3)[c:20]3[s:21][cH:22][cH:23][c:24]23)[n:4][c:5](-[c:7]2[cH:8][cH:9][cH:10][cH:11][cH:12]2)[o:6]1.